From a dataset of the Open Reaction Database (ORD), a public repository of structured organic reaction records. describe an organic reaction: reactants, conditions, products, and yield Conditions: time 1 hour. Solvent: CCCCCC (hexane), O1CCCC1 (tetrahydrofuran). Starting materials: C(CCC)[Li] (n-butyllithium), solution, C(C1=CC=CC=C1)SC#N (benzyl thiocyanate), BrC1=C(C(=NN1C1=C(C=C(C=C1Cl)C(F)(F)F)Cl)C#N)S(=O)(=O)C(F)(F)F (5-bromo-3-cyano-1-(2,6-dichloro-4-trifluoromethylphenyl)-4-trifluoromethylsulphonylpyrazole). Reported procedure: A solution of 5-bromo-3-cyano-1-(2,6-dichloro-4-trifluoromethylphenyl)-4-trifluoromethylsulphonylpyrazole (3.0 g) in dry tetrahydrcfuran (32 ml , stirred under nitrogen at -78° C., was treated with a solution of n-butyllithium in hexane (2.8 ml of a 2.5M solution) over a period of 5 minutes. After 1 hour at -78° C., a solution of benzyl thiocyanate (0.95 g) in tetrahydrofuran (2 ml) was added. The stirred mixture was allowed to warm slowly to room temperature during 16 hours, then poured onto ic... Yield: 7.7%. As a reaction SMILES: Br[C:2]1[N:6]([C:7]2[C:12]([Cl:13])=[CH:11][C:10]([C:14]([F:17])([F:16])[F:15])=[CH:9][C:8]=2[Cl:18])[N:5]=[C:4]([C:19]#[N:20])[C:3]=1[S:21]([C:24]([F:27])([F:26])[F:25])(=[O:23])=[O:22].C([Li])CCC.[CH2:33]([S:40]C#N)[C:34]1[CH:39]=[CH:38][CH:37]=[CH:36][CH:35]=1>CCCCCC.O1CCCC1>[CH2:33]([S:40][C:2]1[N:6]([C:7]2[C:12]([Cl:13])=[CH:11][C:10]([C:14]([F:17])([F:16])[F:15])=[CH:9][C:8]=2[Cl:18])[N:5]=[C:4]([C:19]#[N:20])[C:3]=1[S:21]([C:24]([F:27])([F:26])[F:25])(=[O:23])=[O:22])[C:34]1[CH:39]=[CH:38][CH:37]=[CH:36][CH:35]=1. The product is C(C1=CC=CC=C1)SC1=C(C(=NN1C1=C(C=C(C=C1Cl)C(F)(F)F)Cl)C#N)S(=O)(=O)C(F)(F)F (5-benzylthio-3-cyano-1-(2,6-dichloro-4-trifluoromethylphenyl)-4-trifluoromethylsulphonylpyrazole). Starting materials: C(C)(=O)[O-].[NH4+] (ammonium acetate), C(#N)CC(=O)OCC (ethyl cyanoacetate), CC(=O)C (acetone), [N+](=O)([O-])C1=CC=C(C=O)C=C1 (4-nitrobenzaldehyde). The product is CC1=CC(=C(C(N1)=O)C#N)C1=CC=C(C=C1)[N+](=O)[O-] (6-Methyl-4-(4-nitro-phenyl)-2-oxo-1,2-dihydro-pyridine-3-carbonitrile). Isolated yield 46.2%. Reaction SMILES: C([O-])(=O)C.[NH4+:5].[C:6]([CH2:8][C:9]([O:11]CC)=O)#[N:7].[CH3:14][C:15]([CH3:17])=O.[N+:18]([C:21]1[CH:28]=[CH:27][C:24]([CH:25]=O)=[CH:23][CH:22]=1)([O-:20])=[O:19]>>[CH3:14][C:15]1[NH:5][C:9](=[O:11])[C:8]([C:6]#[N:7])=[C:25]([C:24]2[CH:27]=[CH:28][C:21]([N+:18]([O-:20])=[O:19])=[CH:22][CH:23]=2)[CH:17]=1 |f:0.1|. Procedure details: In analogy to GP 1, reaction of 8.16 g ammonium acetate (106 mmol, 8 eq.), 1.41 ml ethyl cyanoacetate (13.23 mmol, 1 eq.), 0.98 ml dry acetone (13.23 mmol, 1 eq.), and 2 g 4-nitrobenzaldehyde (13.23 mmol, 1 eq.) yielded 1.56 g product (46% yield). Starting materials: CC(C)Cc1ccc(C(C)C=O)cc1, ClCCl, CC(C)=O, O, O=S(=O)(O)O. As a reaction SMILES: [CH2:1]([CH:2]([CH3:3])[CH3:4])[c:5]1[cH:6][cH:7][c:8]([CH:11]([CH:12]=[O:13])[CH3:14])[cH:9][cH:10]1.[CH2:21]([Cl:22])[Cl:23].[CH3:24][C:25](=[O:26])[CH3:27].[OH2:20].[S:15]([OH:16])(=[O:17])(=[O:18])[OH:19]>>[CH2:1]([CH:2]([CH3:3])[CH3:4])[c:5]1[cH:6][cH:7][c:8]([CH:11]([C:12](=[O:13])[OH:16])[CH3:14])[cH:9][cH:10]1. The product is CC(C)Cc1ccc(C(C)C(=O)O)cc1. Reactants: C1[C@@H](CC[C@H](C1)C(=O)O)CN (tranexamic acid), CC(C(=O)OC(CC)OC(=O)ON1C(CCC1=O)=O)(C)C (1-[(2,5-dioxopyrrolidinyl)oxycarbonyloxy]propyl 2,2-dimethylpropanoate). Run in CC(C)(C)OC.CC(=O)C.O (MTBE acetone water). Yields the product CC(C(=O)OC(CC)OC(=O)NC[C@@H]1CC[C@H](CC1)C(=O)O)(C)C (trans-4-{[1-(2,2-Dimethylpropanoyloxy)propoxycarbonyl]aminomethyl}-Cyclohexanecarboxylic Acid). Yield: 44.6%. As a reaction SMILES: [CH2:1]1[CH2:6][C@H:5]([C:7]([OH:9])=[O:8])[CH2:4][CH2:3][C@H:2]1[CH2:10][NH2:11].[CH3:12][C:13]([CH3:32])([CH3:31])[C:14]([O:16][CH:17]([O:20][C:21](ON1C(=O)CCC1=O)=[O:22])[CH2:18][CH3:19])=[O:15]>CC(OC)(C)C.CC(C)=O.O>[CH3:31][C:13]([CH3:12])([CH3:32])[C:14]([O:16][CH:17]([O:20][C:21]([NH:11][CH2:10][C@H:2]1[CH2:3][CH2:4][C@H:5]([C:7]([OH:9])=[O:8])[CH2:6][CH2:1]1)=[O:22])[CH2:18][CH3:19])=[O:15] |f:2.3.4|. Procedure details: Following the general nucleophilic carbamoylation procedure, tranexamic acid (472 mg, 3.0 mmol) and 1-[(2,5-dioxopyrrolidinyl)oxycarbonyloxy]propyl 2,2-dimethylpropanoate (290 mg, 0.96 mmol) were reacted in the MTBE/acetone/water mixture (16 mL) to yield the title compound 31 (147 mg, 45% yield) as a white powder after work-up and mass-guided preparative HPLC purification. 1H NMR (400 MHz, DMSO-d6): δ=0.82-0.94 (br. m, 5H), 1.12 (s, 9H), 1.16-1.38 (m, 3H), 1.64-1.76 (m, 4H), 1.82-1.91 (br. m, 2H... Reactants: CCOC(=O)C.CCCCCC (EtOAc hexane), ClC1=NC(=CC(=C1)C1=NN(C=N1)\C=C/C(=O)NN)OC ((Z)-3-(3-(2-chloro-6-methoxypyridin-4-yl)-1H-1,2,4-triazol-1-yl)acrylohydrazide), C(OC)(OC)OC (trimethyl orthoformate), CS(=O)(=O)O (methane sulfonic acid). The solvent is C1CCOC1 (THF). Product: ClC1=NC(=CC(=C1)C1=NN(C=N1)\C=C/C=1OC=NN1)OC ((Z)-2-(2-(3-(2-chloro-6-methoxypyridin-4-yl)-1H-1,2,4-triazol-1-yl)vinyl)-1,3,4-oxadiazole). RXN SMILES: [Cl:1][C:2]1[CH:7]=[C:6]([C:8]2[N:12]=[CH:11][N:10](/[CH:13]=[CH:14]\[C:15]([NH:17][NH2:18])=[O:16])[N:9]=2)[CH:5]=[C:4]([O:19][CH3:20])[N:3]=1.[CH:21](OC)(OC)OC.CS(O)(=O)=O.CCOC(C)=O.CCCCCC>C1COCC1>[Cl:1][C:2]1[CH:7]=[C:6]([C:8]2[N:12]=[CH:11][N:10](/[CH:13]=[CH:14]\[C:15]3[O:16][CH:21]=[N:18][N:17]=3)[N:9]=2)[CH:5]=[C:4]([O:19][CH3:20])[N:3]=1 |f:3.4|. Procedure details: In a 100-mL, 3N round-bottomed flask equipped with Thermometer pocket fitted with nitrogen inlet, condenser and a rubber septum, (Z)-3-(3-(2-chloro-6-methoxypyridin-4-yl)-1H-1,2,4-triazol-1-yl)acrylohydrazide (0.7 g, 1.0 eq.), trimethyl orthoformate (0.3 mL, 1.1 eq.) and methane sulfonic acid (0.07 mL, 0.5 eq) was dissolved in THF (70 mL) resulting reaction mixture was stir at reflux temperature. The progress of the reaction was followed by TLC analysis on silica gel with 80% EtOAc-hexane as mob...